This data is from the Open Reaction Database (ORD), a public repository of structured organic reaction records. The task is: describe an organic reaction: reactants, conditions, products, and yield Reactants: ClC1=C(C=CC2=CC=CC=C12)S(=O)(=O)CCNCC=1OC=CC1 (2-[(1-chloronaphthalen-2-yl)sulfonyl]-N-(furan-2-ylmethyl)ethanamine), ClC1=C(C=CC2=CC=CC=C12)SCCNCC=1SC=CC1 (2-[(1-chloronaphthalen-2-yl)sulfanyl]-N-(thiophen-2-ylmethyl)ethanamine). The product is ClC1=C(C=CC2=CC=CC=C12)S(=O)(=O)CCNCC=1SC=CC1 (2-[(1-chloronaphthalen-2-yl)sulfonyl]-N-(thiophen-2-ylmethyl)ethanamine). Yield: 68.0%. Reaction SMILES: [Cl:1][C:2]1[C:11]2[C:6](=[CH:7][CH:8]=[CH:9][CH:10]=2)[CH:5]=[CH:4][C:3]=1[S:12]([CH2:15][CH2:16][NH:17][CH2:18][C:19]1O[CH:21]=[CH:22][CH:23]=1)(=[O:14])=[O:13].ClC1C2C(=CC=CC=2)C=CC=1[S:35]CCNCC1SC=CC=1>>[Cl:1][C:2]1[C:11]2[C:6](=[CH:7][CH:8]=[CH:9][CH:10]=2)[CH:5]=[CH:4][C:3]=1[S:12]([CH2:15][CH2:16][NH:17][CH2:18][C:19]1[S:35][CH:21]=[CH:22][CH:23]=1)(=[O:14])=[O:13]. Procedure: Prepared as described for compound 25 from 2-[(1-chloronaphthalen-2-yl)sulfanyl]-N-(thiophen-2-ylmethyl)ethanamine in 68% yield as yellow solid. Starting materials: ClC1=CC=C(C=C1)CC#N (2-(4-chlorophenyl)acetonitrile), ClCCCOCCl (1-chloro-3-(chloromethoxy)propane), C(C)OCC (ethoxyethane), [H-].[Na+] (NaH), CN1C(CCC1)=O (1-methylpyrrolidin-2-one). Conditions: time 12 hour. Product: ClC1=CC=C(C=C1)C1(COCCC1)C#N (3-(4-Chlorophenyl)-tetrahydro-2H-pyran-3-carbonitrile). RXN SMILES: [Cl:1][C:2]1[CH:7]=[CH:6][C:5]([CH2:8][C:9]#[N:10])=[CH:4][CH:3]=1.Cl[CH2:12][CH2:13][CH2:14][O:15][CH2:16]Cl.C(OCC)C.[H-].[Na+].CN1CCCC1=O>>[Cl:1][C:2]1[CH:7]=[CH:6][C:5]([C:8]2([C:9]#[N:10])[CH2:12][CH2:13][CH2:14][O:15][CH2:16]2)=[CH:4][CH:3]=1 |f:3.4|. Procedure details: A mixture of 2-(4-chlorophenyl)acetonitrile (73 g, 483 mmol) and 1-chloro-3-(chloromethoxy)propane (69.1 g, 483 mmol) in ethoxyethane (242 mL, 483 mmol) was added dropwise to a mixture of NaH (57 g, 1437 mmol) in 1-methylpyrrolidin-2-one (1208 mL, 483 mmol) at −20° C. The reaction was stirred for 12 hours and then slowly quenched with H2O. The reaction mixture was extracted with ether (5×), and the combined organic layers were washed with H2O (3×) and brine (1×), dried over Na2SO4, filtered, and...